Dataset: the Open Reaction Database (ORD), a public repository of structured organic reaction records. Task: describe an organic reaction: reactants, conditions, products, and yield The reactants are [N+](=O)([O-])C=1C=C(C=CC1)C#C (3-nitrophenylacetylene), [H][H] (hydrogen). Reagents/catalysts: cobalt polysulfide. Run in CO (methanol). Yields the product NC=1C=C(C=CC1)C#C (3-aminophenylacetylene). Isolated yield 70.0%. RXN SMILES: [N+:1]([C:4]1[CH:5]=[C:6]([C:10]#[CH:11])[CH:7]=[CH:8][CH:9]=1)([O-])=O.[H][H]>CO>[NH2:1][C:4]1[CH:5]=[C:6]([C:10]#[CH:11])[CH:7]=[CH:8][CH:9]=1. Procedure: Example 3 was repeated using 25 grams of 3-nitrophenylacetylene (10% wt. conc.) in methanol in the presence of 16.0 grams of a cobalt polysulfide catalyst prepared as per Example 1. The weight ratio of NPA to Co was 25:1. Reaction was carried out at 120° C., 1000 psig (6.9 MPa) of hydrogen pressure for 0.5 hours. Analysis showed quantitative conversion of feed and a 70% yield of 3-aminophenylacetylene. All byproducts were polymeric and easily separated. The results are summarized in Table 1 belo... Starting materials: FC1=CC=C(C=C1)[C@H]1CC[C@H](CC1)N1CCNCC1 (cis 1-[4-(4-fluorophenyl)-1-cyclohexyl]piperazine), ClC1=C(CCl)C=CC=C1 (2-chlorobenzyl chloride), C([O-])([O-])=O.[K+].[K+] (potassium carbonate). Solvent: C(C)#N (acetonitrile). Product: ClC1=C(C=CC=C1)CN1CCN(CC1)[C@@H]1CC[C@@H](CC1)C1=CC=C(C=C1)F (cis 1-[(2-chlorophenyl)methyl]-4-[4-(4-fluorophenyl)-1-cyclohexyl]piperazine), product. The yield is 85.0%. As a reaction SMILES: [F:1][C:2]1[CH:7]=[CH:6][C:5]([C@@H:8]2[CH2:13][CH2:12][C@H:11]([N:14]3[CH2:19][CH2:18][NH:17][CH2:16][CH2:15]3)[CH2:10][CH2:9]2)=[CH:4][CH:3]=1.[Cl:20][C:21]1[CH:28]=[CH:27][CH:26]=[CH:25][C:22]=1[CH2:23]Cl.C(=O)([O-])[O-].[K+].[K+]>C(#N)C>[Cl:20][C:21]1[CH:28]=[CH:27][CH:26]=[CH:25][C:22]=1[CH2:23][N:17]1[CH2:16][CH2:15][N:14]([C@H:11]2[CH2:10][CH2:9][C@@H:8]([C:5]3[CH:6]=[CH:7][C:2]([F:1])=[CH:3][CH:4]=3)[CH2:13][CH2:12]2)[CH2:19][CH2:18]1 |f:2.3.4|. Procedure details: The title compound was prepared by refluxing cis 1-[4-(4-fluorophenyl)-1-cyclohexyl]piperazine (0.35 g, 1.3 mmole) and 2-chlorobenzyl chloride (0.21 g, 1.3 mmole) in acetonitrile with excess potassium carbonate for 18 hr. The solvent was removed in vacuo and the crude material recrystallized from 2-propyl acetate to give the product (85%, mp: 86°-87° C.). Calc'd for C23H28ClFN2.0.4H2O: C, 70.09%; H, 7.37%; N, 7.11%. Found: C, 70.12%; H, 7.52%; N, 7.07%.